This data is from the Open Reaction Database (ORD), a public repository of structured organic reaction records. The task is: describe an organic reaction: reactants, conditions, products, and yield RXN SMILES: N(OC(C)(C)C)=O.N[C:9]1[S:10][C:11]([CH2:14][CH2:15][CH:16]2[CH2:25][CH2:24][CH2:23][C:22]3[C:21]([C:26]([O:28][CH2:29][CH3:30])=[O:27])=[CH:20][CH:19]=[CH:18][C:17]2=3)=[CH:12][N:13]=1.Cl>C(#N)C.C(O)(=O)C.[Zn]>[S:10]1[C:11]([CH2:14][CH2:15][CH:16]2[CH2:25][CH2:24][CH2:23][C:22]3[C:21]([C:26]([O:28][CH2:29][CH3:30])=[O:27])=[CH:20][CH:19]=[CH:18][C:17]2=3)=[CH:12][N:13]=[CH:9]1. The yield is 75.7%. The reactants are cupric chloride, NC=1SC(=CN1)CCC1C=2C=CC=C(C2CCC1)C(=O)OCC (ethyl 5-(2-(2-aminothiazole-5-yl)ethyl)-5,6,7,8-tetrahydro-1-naphthalenecarboxylate), Cl (hydrochloric acid), N(=O)OC(C)(C)C (tertiary butyl nitrite). Product: S1C=NC=C1CCC1C=2C=CC=C(C2CCC1)C(=O)OCC (ethyl 5-(2-(5-thiazolyl)ethyl)-5,6,7,8-tetrahydro-1-naphthalenecarboxylate). Procedure details: 0.87 g of cupric chloride was suspended in 20 ml of acetonitrile and 0.82 g of tertiary butyl nitrite was added thereto. A solution of 1.8 g of ethyl 5-(2-(2-aminothiazole-5-yl)ethyl)-5,6,7,8-tetrahydro-1-naphthalenecarboxylate in 5 ml of acetonitrile was added dropwise to the mixture. After evolution of gas ceased, 15% hydrochloric acid was added to the mixture. The resulting mixture was extracted with chloroform. The extract was washed with water, dried and then concentrated in vacuo. The resi... The reagents and catalysts are [Zn] (zinc), [Zn] (zinc). The solvent is C(C)#N (acetonitrile), C(C)#N (acetonitrile), C(C)(=O)O (acetic acid). The reactants are C(C1=CC=CC=C1)OC(=O)N[C@@H](CC(C)C)C(=O)O (N-Benzyloxycarbonyl-L-leucine), Cl.CN (methylamine hydrochloride), CCN(C(C)C)C(C)C (DIEA), CN(C)C(=[N+](C)C)ON1C2=C(C=CC=C2)N=N1.[B-](F)(F)(F)F (TBTU). Run in CN(C)C=O (DMF). Run at time 8 hour. Yields the product CNC([C@@H](NC(=O)OCC1=CC=CC=C1)CC(C)C)=O (N-Benzyloxycarbonyl-L-leucine-N-methylamide). Yield: 96.9%. Reaction SMILES: [CH2:1]([O:8][C:9]([NH:11][C@H:12]([C:17]([OH:19])=O)[CH2:13][CH:14]([CH3:16])[CH3:15])=[O:10])[C:2]1[CH:7]=[CH:6][CH:5]=[CH:4][CH:3]=1.Cl.CN.C[CH2:24][N:25](C(C)C)C(C)C.CN(C(ON1N=NC2C=CC=CC1=2)=[N+](C)C)C.[B-](F)(F)(F)F>CN(C=O)C>[CH3:24][NH:25][C:17](=[O:19])[C@H:12]([CH2:13][CH:14]([CH3:16])[CH3:15])[NH:11][C:9]([O:8][CH2:1][C:2]1[CH:7]=[CH:6][CH:5]=[CH:4][CH:3]=1)=[O:10] |f:1.2,4.5|. Reported procedure: To a solution of N-Benzyloxycarbonyl-L-leucine (1.18 g, 4.45 mmol), methylamine hydrochloride (0.60 g, 8.90 mmol) and DIEA (3.0 mL, 17.2 mmol) in DMF (40 mL) was added TBTU (1.43 g, 5.6 mmol) at 0° C. in two batches over 10 minutes. After stirring at room temperature overnight, the reaction was quenched with water (5 mL) and evaporated under vacuum. The residue was partitioned between brine and EtOAc. The organic phase was dried over anhydrous Na2SO4, filtered and evaporated to dryness. The resi... Starting materials: C[N+]1([O-])CCOCC1, C=Cc1nc(-c2ccc(OC)cc2)co1, CC(C)=O, O. Product: COc1ccc(-c2coc(C=O)n2)cc1. As a reaction SMILES: [CH3:16][N+:17]1([O-:18])[CH2:19][CH2:21][O:20][CH2:22][CH2:23]1.[CH3:1][O:2][c:3]1[cH:4][cH:5][c:6](-[c:9]2[n:10][c:11]([CH:14]=[CH2:15])[o:12][cH:13]2)[cH:7][cH:8]1.[CH3:25][C:26]([CH3:27])=[O:28].[OH2:24]>>[CH3:1][O:2][c:3]1[cH:4][cH:5][c:6](-[c:9]2[n:10][c:11]([CH:14]=[O:20])[o:12][cH:13]2)[cH:7][cH:8]1. Reaction SMILES: [CH2:23]([Al+:24][CH2:25][CH:26]([CH3:27])[CH3:28])[CH:29]([CH3:30])[CH3:31].[CH2:8][CH3:9].[CH3:1][O:2][CH:3]([O:4][CH3:5])[CH:6]=[O:7].[F:10][C:11]([C:12](=[O:13])[O-:14])=[C:15]([CH:16]([O:17][CH3:18])[O:19][CH3:20])[CH3:21].[H-:22]>>[F:10][C:11]([CH:12]=[O:13])=[C:15]([CH:16]([O:17][CH3:18])[O:19][CH3:20])[CH3:21]. Reactants: CC(C)C[Al+]CC(C)C, [CH2]C, COC(C=O)OC, COC(OC)C(C)=C(F)C(=O)[O-], [H-]. Product: COC(OC)C(C)=C(F)C=O. Starting materials: BrC1=C(C=NC=C1)N(C(C1=CC(=CC(=C1)C(F)(F)F)C(F)(F)F)=O)C (N-(4-bromo-pyridin-3-yl)-N-methyl-3,5-bis-trifluoromethyl-benzamide), ClC1=C(C=CC(=C1)F)B(O)O (2-chloro-4-fluorophenyl-boronic acid). The product is ClC1=C(C=CC(=C1)F)C1=C(C=NC=C1)N(C(C1=CC(=CC(=C1)C(F)(F)F)C(F)(F)F)=O)C (N-[4-(2-Chloro-4-fluoro-phenyl)-pyridin-3-yl]-N-methyl-3,5-bis-trifluoromethyl-benzamide). Reaction SMILES: Br[C:2]1[CH:7]=[CH:6][N:5]=[CH:4][C:3]=1[N:8]([CH3:25])[C:9](=[O:24])[C:10]1[CH:15]=[C:14]([C:16]([F:19])([F:18])[F:17])[CH:13]=[C:12]([C:20]([F:23])([F:22])[F:21])[CH:11]=1.[Cl:26][C:27]1[CH:32]=[C:31]([F:33])[CH:30]=[CH:29][C:28]=1B(O)O>>[Cl:26][C:27]1[CH:32]=[C:31]([F:33])[CH:30]=[CH:29][C:28]=1[C:2]1[CH:7]=[CH:6][N:5]=[CH:4][C:3]=1[N:8]([CH3:25])[C:9](=[O:24])[C:10]1[CH:15]=[C:14]([C:16]([F:19])([F:18])[F:17])[CH:13]=[C:12]([C:20]([F:23])([F:22])[F:21])[CH:11]=1. Procedure details: The title compound was prepared in analogy to example 58, from N-(4-bromo-pyridin-3-yl)-N-methyl-3,5-bis-trifluoromethyl-benzamide (example 25, intermediate a) and 2-chloro-4-fluorophenyl-boronic acid (CAS RN 313545-72-1) and using preparative HPLC for the chromatographic purification. Brown sticky solid (33%). MS (ESI): m/z=476.8 [M+H]+. Starting materials: C1(=CC=CC=C1)C (toluene), BrC=1C=CC=2C3=CC=C(C=C3C3=CC=CC1C23)Br (3,8-dibromofluoranthene), C1=CC=C2C=CC=C3C4=CC=CC=C4C1=C23 (fluoranthene), BrBr (bromine). The solvent is C(Cl)(Cl)Cl (chloroform). Run at temperature 80 celsius, time 16 hour. Yields the product C1(=CC=C(C=C1)C1=CC=CC=C1)C=1C=CC=2C3=CC=C(C=C3C3=CC=CC1C23)C2=CC=C(C=C2)C2=CC=CC=C2 (3,8-Bis(biphen-4-yl)fluoranthene). Isolated yield 14.0%. RXN SMILES: BrC1C=CC2[C:6]3[C:11]([C:12]4[C:17]=2[C:16]=1[CH:15]=[CH:14][CH:13]=4)=[CH:10][C:9](Br)=[CH:8][CH:7]=3.[CH:19]1[C:33]2=[C:34]3[C:26]([C:27]4[C:32]2=[CH:31][CH:30]=[CH:29][CH:28]=4)=[CH:25][CH:24]=[CH:23][C:22]3=[CH:21][CH:20]=1.BrBr.[C:37]1([CH3:43])[CH:42]=[CH:41][CH:40]=[CH:39][CH:38]=1>C(Cl)(Cl)Cl>[C:40]1([C:23]2[CH:24]=[CH:25][C:26]3[C:27]4[C:32]([C:33]5[C:34]=3[C:22]=2[CH:21]=[CH:20][CH:19]=5)=[CH:31][C:30]([C:15]2[CH:14]=[CH:13][C:12]([C:11]3[CH:6]=[CH:7][CH:8]=[CH:9][CH:10]=3)=[CH:17][CH:16]=2)=[CH:29][CH:28]=4)[CH:41]=[CH:42][C:37]([C:43]2[CH:10]=[CH:11][CH:6]=[CH:7][CH:8]=2)=[CH:38][CH:39]=1. Procedure details: 1 g of 3,8-dibromofluoranthene, prepared by dibromination of fluoranthene in chloroform with elemental bromine, was dissolved under protective gas in 100 ml of dried toluene and degassed repeatedly. 19.4 g of potassium carbonate dissolved in 47 ml of ethanol/water (1:1 parts by volume) and 1 g of 4-biphenylboronic acid were added and degassed again. Subsequently, 0.32 g of tetrakis(triphenylphosphine)palladium(0) (Pd(PPh3)4) was added under protective gas and the mixture was stirred at 80° C. fo... Starting materials: C(CCC(=O)O)C[C@H](CCS)S (dihydrolipoic acid), [OH-].C[N+](C)(C)C (tetramethylammonium hydroxide), CC(C)([O-])C.[K+] (potassium t-butoxide). Run in CN(C)C=O (DMF). Product: C1CSS[C@@H]1CCCCC(=O)O (lipoic acid), C(CCC(=O)O)C[C@H](CCS)S (dihydrolipoic acid). RXN SMILES: [OH-].C[N+](C)(C)C.CC(C)([O-])C.[K+].[CH2:13]([CH2:19][C@@H:20]([SH:24])[CH2:21][CH2:22][SH:23])[CH2:14][CH2:15][C:16]([OH:18])=[O:17]>CN(C=O)C>[CH2:21]1[C@@H:20]([CH2:19][CH2:13][CH2:14][CH2:15][C:16]([OH:18])=[O:17])[S:24][S:23][CH2:22]1.[CH2:13]([CH2:19][C@@H:20]([SH:24])[CH2:21][CH2:22][SH:23])[CH2:14][CH2:15][C:16]([OH:18])=[O:17] |f:0.1,2.3|. Procedure: In other synthetic schemes the base, tetramethylammonium hydroxide can be substituted for potassium t-butoxide in DMF. The former base though can be stored under air, whilst the latter needs to be kept in an inert atmosphere. The dihydrolipoic acid works best if it totally clear. If the reduction lipoic acid to produce dihydrolipoic acid is not complete, a yellow coloration of the solution will be evident. The yellow solution can be distilled (distills at 140° C. under vacuum) to yield a clear s... Reactants: CN1C2=NC(=NC(=C2N=C1CC1CCNCC1)N1CCOCC1)N1C(=NC2=C1C=CC=C2)C (4-(9-methyl-2-(2-methyl-1H-benzo[d]imidazol-1-yl)-8-(piperidin-4-ylmethyl)-9H-purin-6-yl)morpholine), BrCC1=CC=NO1 (5-(bromomethyl)isoxazole). Product: O1N=CC=C1CN1CCC(CC1)CC=1N(C2=NC(=NC(=C2N1)N1CCOCC1)N1C(=NC2=C1C=CC=C2)C)C (4-(8-((1-(isoxazol-5-ylmethyl)piperidin-4-yl)methyl)-9-methyl-2-(2-methyl-1H-benzo[d]imidazol-1-yl)-9H-purin-6-yl)morpholine). As a reaction SMILES: [CH3:1][N:2]1[C:10]([CH2:11][CH:12]2[CH2:17][CH2:16][NH:15][CH2:14][CH2:13]2)=[N:9][C:8]2[C:3]1=[N:4][C:5]([N:24]1[C:28]3[CH:29]=[CH:30][CH:31]=[CH:32][C:27]=3[N:26]=[C:25]1[CH3:33])=[N:6][C:7]=2[N:18]1[CH2:23][CH2:22][O:21][CH2:20][CH2:19]1.Br[CH2:35][C:36]1[O:40][N:39]=[CH:38][CH:37]=1>>[O:40]1[C:36]([CH2:35][N:15]2[CH2:16][CH2:17][CH:12]([CH2:11][C:10]3[N:2]([CH3:1])[C:3]4[C:8]([N:9]=3)=[C:7]([N:18]3[CH2:19][CH2:20][O:21][CH2:22][CH2:23]3)[N:6]=[C:5]([N:24]3[C:28]5[CH:29]=[CH:30][CH:31]=[CH:32][C:27]=5[N:26]=[C:25]3[CH3:33])[N:4]=4)[CH2:13][CH2:14]2)=[CH:37][CH:38]=[N:39]1. Procedure: Following General Procedure C, 4-(9-methyl-2-(2-methyl-1H-benzo[d]imidazol-1-yl)-8-(piperidin-4-ylmethyl)-9H-purin-6-yl)morpholine and 5-(bromomethyl)isoxazole were reacted to give 570. LCMS m/z: 264.7 (2M+H+)